From a dataset of the Open Reaction Database (ORD), a public repository of structured organic reaction records. describe an organic reaction: reactants, conditions, products, and yield The reactants are C([O-])([O-])=O.[K+].[K+] (Potassium carbonate), C[Si](C)(C)C#CC1=NN(C2=CC=CC=C12)C(=O)OC(C)(C)C (tert-butyl 3-[(trimethylsilyl)ethynyl]-1H-indazole-1-carboxylate). The solvent is CCO (EtOH). Conditions: time 8 hour. The product is C(#C)C1=NNC2=CC=CC=C12 (3-ethynyl-1H-indazole). Isolated yield 78.5%. RXN SMILES: C(=O)([O-])[O-].[K+].[K+].C[Si]([C:11]#[C:12][C:13]1[C:21]2[C:16](=[CH:17][CH:18]=[CH:19][CH:20]=2)[N:15](C(OC(C)(C)C)=O)[N:14]=1)(C)C>CCO>[C:12]([C:13]1[C:21]2[C:16](=[CH:17][CH:18]=[CH:19][CH:20]=2)[NH:15][N:14]=1)#[CH:11] |f:0.1.2|. Reported procedure: Potassium carbonate (880 mg, 6.4 mmol, 0.1 eq.) was added into a solution of tert-butyl 3-[(trimethylsilyl)ethynyl]-1H-indazole-1-carboxylate (20 g; 63.6 mmol; 1.0 eq.) in EtOH (400 mL) and the reaction mixture was stirred overnight at RT. Solvent was removed under vacuum while maintaining bath temperature below 25° C. The residue was dissolved in Et2O, washed with water (twice) and brine (four times). Organic layer was dried over magnesium sulfate, filtered and concentrated to afford the title ... Starting materials: C1CCOC1, CC(C)(C)C(=O)Nc1ccc(-c2ccccc2)cn1, CN(C)C=O. Product: CC(C)(C)C(=O)Nc1ncc(-c2ccccc2)cc1C=O. As a reaction SMILES: [CH2:25]1[O:26][CH2:27][CH2:28][CH2:29]1.[CH3:1][C:2]([C:3](=[O:4])[NH:5][c:6]1[n:7][cH:8][c:9](-[c:12]2[cH:13][cH:14][cH:15][cH:16][cH:17]2)[cH:10][cH:11]1)([CH3:18])[CH3:19].[CH3:20][N:21]([CH:22]=[O:23])[CH3:24]>>[CH3:1][C:2]([C:3](=[O:4])[NH:5][c:6]1[n:7][cH:8][c:9](-[c:12]2[cH:13][cH:14][cH:15][cH:16][cH:17]2)[cH:10][c:11]1[CH:22]=[O:23])([CH3:18])[CH3:19]. The reactants are CCN=C=NCCCN(C)C (EDCI), CCN(C(C)C)C(C)C (DIPEA), FC=1C=C(C=C(C1)F)N1N=NC(=C1)C(=O)O (1-(3,5-difluoro-phenyl)-1H-[1,2,3]triazole-4-carboxylic acid), C=1C=CC2=C(C1)N=NN2O (HOBt), Cl.NCC(=O)N1CCC(CC1)OC=1C=NC=C(C1)Cl (2-amino-1-[4-(5-chloro-pyridin-3-yloxy)-piperidin-1-yl]-ethanone hydrochloride). The solvent is O (water), CN(C)C=O (DMF). Reaction conditions: time 2 minute. The product is ClC=1C=C(C=NC1)OC1CCN(CC1)C(CNC(=O)C=1N=NN(C1)C1=CC(=CC(=C1)F)F)=O (1-(3,5-difluoro-phenyl)-1H-[1,2,3]triazole-4-carboxylic acid {2-[4-(5-chloro-pyridin-3-yloxy)-piperidin-1-yl]-2-oxo-ethyl}-amide). Yield: 54.4%. As a reaction SMILES: CCN(C(C)C)C(C)C.[F:10][C:11]1[CH:12]=[C:13]([N:18]2[CH:22]=[C:21]([C:23]([OH:25])=O)[N:20]=[N:19]2)[CH:14]=[C:15]([F:17])[CH:16]=1.C1C=CC2N(O)N=NC=2C=1.CCN=C=NCCCN(C)C.Cl.[NH2:48][CH2:49][C:50]([N:52]1[CH2:57][CH2:56][CH:55]([O:58][C:59]2[CH:60]=[N:61][CH:62]=[C:63]([Cl:65])[CH:64]=2)[CH2:54][CH2:53]1)=[O:51]>CN(C=O)C.O>[Cl:65][C:63]1[CH:64]=[C:59]([O:58][CH:55]2[CH2:54][CH2:53][N:52]([C:50](=[O:51])[CH2:49][NH:48][C:23]([C:21]3[N:20]=[N:19][N:18]([C:13]4[CH:14]=[C:15]([F:17])[CH:16]=[C:11]([F:10])[CH:12]=4)[CH:22]=3)=[O:25])[CH2:57][CH2:56]2)[CH:60]=[N:61][CH:62]=1 |f:4.5|. Procedure: DIPEA (149.2 mg, 1.15 mmol) was added to a stirred solution of 1-(3,5-difluoro-phenyl)-1H-[1,2,3]triazole-4-carboxylic acid (65 mg, 0.28 mmol) in DMF (2 mL) followed by HOBt (43 mg, 0.31 mmol) and EDCI (110 mg, 0.57 mmol). After 2 minutes of stirring, 2-amino-1-[4-(5-chloro-pyridin-3-yloxy)-piperidin-1-yl]-ethanone hydrochloride (prepared according to Step 1 and 5 of the General Scheme) (88.4 mg, 0.28 mmol) was added and the resulting mixture was stirred at room temperature overnight. Cold water...